This data is from the Open Reaction Database (ORD), a public repository of structured organic reaction records. The task is: describe an organic reaction: reactants, conditions, products, and yield Starting materials: NC1=CC=C(C=C1)C=1NC(=C(N1)C(=O)NC=1SC=CN1)C1=CC=C(C=C1)C (2-(4-aminophenyl)-5-(4-methylphenyl)-N-(2-thiazolyl)imidazole-4-carboxamide), C(C)(=O)OCC(=O)Cl (acetoxyacetyl chloride). The solvent is N1=CC=CC=C1 (pyridine). Run at time 4 hour. The product is C(C)(=O)OCC(NC1=CC=C(C=C1)C=1NC(=C(N1)C(NC=1SC=CN1)=O)C1=CC=C(C=C1)C)=O (4-[5-(4-methylphenyl)-4-(2-thiazolylcarbamoyl)imidazol-2-yl]phenylcarbamoylmethyl acetate). Reaction SMILES: [NH2:1][C:2]1[CH:7]=[CH:6][C:5]([C:8]2[NH:9][C:10]([C:21]3[CH:26]=[CH:25][C:24]([CH3:27])=[CH:23][CH:22]=3)=[C:11]([C:13]([NH:15][C:16]3[S:17][CH:18]=[CH:19][N:20]=3)=[O:14])[N:12]=2)=[CH:4][CH:3]=1.[C:28]([O:31][CH2:32][C:33](Cl)=[O:34])(=[O:30])[CH3:29]>N1C=CC=CC=1>[C:28]([O:31][CH2:32][C:33](=[O:34])[NH:1][C:2]1[CH:7]=[CH:6][C:5]([C:8]2[NH:9][C:10]([C:21]3[CH:22]=[CH:23][C:24]([CH3:27])=[CH:25][CH:26]=3)=[C:11]([C:13](=[O:14])[NH:15][C:16]3[S:17][CH:18]=[CH:19][N:20]=3)[N:12]=2)=[CH:4][CH:3]=1)(=[O:30])[CH3:29]. Reported procedure: 2-(4-Aminophenyl)-5-(4-methylphenyl)-N-(2-thiazolyl)-imidazole-4-carboxamide (0.30 g) obtained in Example 21 was dissolved in pyridine (20 ml) and acetoxyacetyl chloride (0.1 ml) was added dropwise under ice-cooling. The mixture was stirred at room temperature for 4 hr. The reaction mixture was concentrated and the residue was purified by silica gel chromatography using, as a mobile phase, chloroform/ethyl acetate=20:1. Theresidue was recrystallized from ethyl acetate to give 4-[5-(4-methylpheny... Starting materials: C[SiH](CC)C (dimethyl ethyl silane), C(C)[Al](CC)CC (Triethyl aluminium), C1(=CC=CC=C1)C (toluene), [Cl-].[NH4+] (ammonium chloride). The reagents and catalysts are C/C(=C/C(=O)C)/[O-].C/C(=C/C(=O)C)/[O-].[Ni+2] (Ni(acac)2). Reaction conditions: temperature 0 celsius, time 15 minute. Yields the product C(C)[Si](CC=1C2CCC(C1C)C2)(C)C (Ethyldimethyl(((1SR,4RS)-3-methylbicyclo[2.2.1]hept-2-en-2-yl)methyl)silane). As a reaction SMILES: C([Al]([CH2:6][CH3:7])CC)C.[CH3:8][SiH:9]([CH3:12])[CH2:10][CH3:11].[Cl-].[NH4+].[C:15]1([CH3:21])[CH:20]=[CH:19][CH:18]=[CH:17][CH:16]=1>C/C(/[O-])=C/C(C)=O.C/C(/[O-])=C/C(C)=O.[Ni+2]>[CH2:10]([Si:9]([CH3:12])([CH3:8])[CH2:19][C:20]1[CH:7]2[CH2:6][CH:16]([C:15]=1[CH3:21])[CH2:17][CH2:18]2)[CH3:11] |f:2.3,5.6.7|. Procedure: Triethyl aluminium (1.0 M in hexanes, 4.2 mL, 4.2 mmol) was added slowly dropwise to a suspension of Ni(acac)2 (dried in vacuo 120° C. 3 hrs, 107 mg, 0.4 mmol, 5 mol %), santadiene (1.0 g, 8.3 mmol) in freshly degassed toluene (85 mL) cooled to 0° C. After 15 minutes, dimethyl ethyl silane (1.1 mL, 8.3 mmol) was added slowly dropwise and the solution was then allowed to slowly warm to ambient temperature and stirred for a further 2 hours. The reaction mixture was poured into saturated ammonium c...